The task is: describe an organic reaction: reactants, conditions, products, and yield. This data is from the Open Reaction Database (ORD), a public repository of structured organic reaction records. The reactants are OCC1C2C=CC(C1)C2 (2-hydroxymethyl-5-norbornene), SCCO (2-mercaptoethanol), N(=NC(C#N)(C)C)C(C#N)(C)C (α,α'-azobisisobutyronitrile). Solvent: O1CCOCC1 (dioxane), O1CCOCC1 (dioxane). Reaction conditions: time 8 hour. Yields the product 2-methylol, OCCSC1CC2CCC1C2 (6-(2'-hydroxyethylthio)norbornane). As a reaction SMILES: OC[CH:3]1[CH2:8][CH:7]2[CH2:9][CH:4]1[CH:5]=[CH:6]2.[SH:10][CH2:11][CH2:12][OH:13].N(C(C)(C)C#N)=NC(C)(C)C#N>O1CCOCC1>[OH:13][CH2:12][CH2:11][S:10][CH:3]1[CH:4]2[CH2:9][CH:7]([CH2:6][CH2:5]2)[CH2:8]1. Procedure: In a nitrogen atmosphere, to a stirred solution of 12.4 grams (0.1 mole) of 2-hydroxymethyl-5-norbornene in 100 ml of dioxane was added in one portion 17.2 grams (0.22 mole) of 2-mercaptoethanol. The temperature rose from 25° to 50°. The mixture was then heated at 70° for 6.3 hours during which time a solution of 1.6 grams of α,α'-azobisisobutyronitrile in 20 ml of dioxane was added in portions. After standing overnight, the dioxane solvent and excess 2-mercaptoethanol were removed under reduced... Reactants: CC(=C=CCC(C)=O)CCC=C(C)C (6,10-dimethyl-undeca -4,5,9-triene-2-one). Reagents/catalysts: [Pd] (Pd). Product: CC(C)CCCC(C)CCCC(=O)C (hexahydropseudoionone). As a reaction SMILES: [CH3:1][C:2]([CH2:9][CH2:10][CH:11]=[C:12]([CH3:14])[CH3:13])=[C:3]=[CH:4][CH2:5][C:6](=[O:8])[CH3:7]>[Pd]>[CH3:14][CH:12]([CH2:11][CH2:10][CH2:9][CH:2]([CH2:3][CH2:4][CH2:5][C:6]([CH3:7])=[O:8])[CH3:1])[CH3:13]. Procedure: Using the apparatus and procedure described in Example 1 but employing a 0.5% (wt./wt.) Pd on Al2O3 catalyst (DEGUSSA, E257H/D) 6,10-dimethyl-undeca -4,5,9-triene-2-one (DUTO) was hydrogenated to produce hexahydropseudoionone. The process parameters were as stated below: Reactants: CC(=C)N1C(NC2=C1C=CC=C2)=O (1,3-dihydro-1-(1-methylethenyl)-2H-benzimidazol-2-one), [H-].[Na+] (sodium hydride), BrCCCCl (1-bromo-3-chloropropane). Run in CN(C=O)C (N,N-dimethylformamide). Run at time 1 hour. The product is ClCCCN1C(N(C2=C1C=CC=C2)C(=C)C)=O (1-(3-chloropropyl)-1,3-dihydro-3-(1-methylethenyl)-2H-benzimidazol-2-one). The yield is 44.0%. Reaction SMILES: [CH3:1][C:2]([N:4]1[C:8]2[CH:9]=[CH:10][CH:11]=[CH:12][C:7]=2[NH:6][C:5]1=[O:13])=[CH2:3].[H-].[Na+].Br[CH2:17][CH2:18][CH2:19][Cl:20]>CN(C)C=O>[Cl:20][CH2:19][CH2:18][CH2:17][N:6]1[C:7]2[CH:12]=[CH:11][CH:10]=[CH:9][C:8]=2[N:4]([C:2]([CH3:1])=[CH2:3])[C:5]1=[O:13] |f:1.2|. Reported procedure: To a stirred solution of 8.5 parts of 1,3-dihydro-1-(1-methylethenyl)-2H-benzimidazol-2-one in 45 parts of N,N-dimethylformamide are added portionwise 1.7 parts of a sodium hydride dispersion 78%. After stirring for 1 hour at room temperature, the whole is cooled to 0°-5° C. and 8.65 parts of 1-bromo-3-chloropropane are added dropwise (slowly). Upon completion, stirring is continued for 3 hours at room temperature. The reaction mixture is poured onto crushed ice and the product is extracted with... Starting materials: [Na] (sodium), CO (methanol), ClC1=NC=C(C=C1[N+](=O)[O-])C (2-chloro-5-methyl-3-nitro-pyridine). Product: COC1=NC=C(C=C1[N+](=O)[O-])C (2-methoxy-5-methyl-3-nitro-pyridine). Isolated yield 92.0%. RXN SMILES: [Na].Cl[C:3]1[C:8]([N+:9]([O-:11])=[O:10])=[CH:7][C:6]([CH3:12])=[CH:5][N:4]=1.[CH3:13][OH:14]>>[CH3:13][O:14][C:3]1[C:8]([N+:9]([O-:11])=[O:10])=[CH:7][C:6]([CH3:12])=[CH:5][N:4]=1 |^1:0|. Reported procedure: To a solution of sodium (2.31 g, 0.1 mol) dissolved in methanol (100 mL) at room temperature, 2-chloro-5-methyl-3-nitro-pyridine (17.2 g, 0.1 map was added. The reaction mixture was refluxed for 4 h under N2 atmosphere. After evaporated to dryness, the residue was diluted with water (100 mL) and extracted (2×50 mL CH2Cl2). The combined extracts were washed with brine, dried on MgSO4, and filtered. The solvent was evaporated and the residue was crystallized from a mixture of water (300 mL) and et... The reactants are Intermediate 157, C(=O)(O)CCCN([C@@H](C(C)C)C(=O)N[C@@H](C(C)C)C(=O)N(C)[C@H]([C@@H](CC(=O)N1[C@@H](CCC1)[C@@H]([C@H](C(=O)N[C@H](C(=O)N1CCOCC1)CC1=CC=CC=C1)C)OC)OC)[C@H](CC)C)C (N-(3-carboxypropyl)-N-methyl-L-valyl-N-[(3R,4S,5S)-3-methoxy-1-{(2S)-2-[(1R,2R)-1-methoxy-2-methyl-3-{[(2S)-1-(morpholin-4-yl)-1-oxo-3-phenylpropan-2-yl]amino}-3-oxopropyl]pyrrolidin-1-yl}-5-methyl-1-oxoheptan-4-yl]-N-methyl-L-valinamide), O=C1N(C(C=C1)=O)CCCCCC(=O)NN (6-(2,5-dioxo-2,5-dihydro-1H-pyrrol-1-yl)hexanehydrazide). Product: O=C1N(C(C=C1)=O)CCCCCC(=O)NNC(CCCN([C@@H](C(C)C)C(=O)N[C@@H](C(C)C)C(=O)N(C)[C@H]([C@@H](CC(=O)N1[C@@H](CCC1)[C@@H]([C@H](C(=O)N[C@H](C(=O)N1CCOCC1)CC1=CC=CC=C1)C)OC)OC)[C@H](CC)C)C)=O (N-(4-{2-[6-(2,5-dioxo-2,5-dihydro-1H-pyrrol-1-yl)hexanoyl]hydrazino}-4-oxobutyl)-N-methyl-L-valyl-N-[(3R,4S,5S)-3-methoxy-1-{(2S)-2-[(1R,2R)-1-methoxy-2-methyl-3-{[(2S)-1-(morpholin-4-yl)-1-oxo-3-phenylpropan-2-yl]amino}-3-oxopropyl]pyrrolidin-1-yl}-5-methyl-1-oxoheptan-4-yl]-N-methyl-L-valinamide). RXN SMILES: [C:1]([CH2:4][CH2:5][CH2:6][N:7]([CH3:63])[C@H:8]([C:12]([NH:14][C@H:15]([C:19]([N:21]([C@@H:23]([C@@H:59]([CH3:62])[CH2:60][CH3:61])[C@H:24]([O:57][CH3:58])[CH2:25][C:26]([N:28]1[CH2:32][CH2:31][CH2:30][C@H:29]1[C@H:33]([O:55][CH3:56])[C@@H:34]([CH3:54])[C:35]([NH:37][C@@H:38]([CH2:47][C:48]1[CH:53]=[CH:52][CH:51]=[CH:50][CH:49]=1)[C:39]([N:41]1[CH2:46][CH2:45][O:44][CH2:43][CH2:42]1)=[O:40])=[O:36])=[O:27])[CH3:22])=[O:20])[CH:16]([CH3:18])[CH3:17])=[O:13])[CH:9]([CH3:11])[CH3:10])(O)=[O:2].[O:64]=[C:65]1[CH:69]=[CH:68][C:67](=[O:70])[N:66]1[CH2:71][CH2:72][CH2:73][CH2:74][CH2:75][C:76]([NH:78][NH2:79])=[O:77]>>[O:70]=[C:67]1[CH:68]=[CH:69][C:65](=[O:64])[N:66]1[CH2:71][CH2:72][CH2:73][CH2:74][CH2:75][C:76]([NH:78][NH:79][C:1](=[O:2])[CH2:4][CH2:5][CH2:6][N:7]([CH3:63])[C@H:8]([C:12]([NH:14][C@H:15]([C:19]([N:21]([C@@H:23]([C@@H:59]([CH3:62])[CH2:60][CH3:61])[C@H:24]([O:57][CH3:58])[CH2:25][C:26]([N:28]1[CH2:32][CH2:31][CH2:30][C@H:29]1[C@H:33]([O:55][CH3:56])[C@@H:34]([CH3:54])[C:35]([NH:37][C@@H:38]([CH2:47][C:48]1[CH:53]=[CH:52][CH:51]=[CH:50][CH:49]=1)[C:39]([N:41]1[CH2:42][CH2:43][O:44][CH2:45][CH2:46]1)=[O:40])=[O:36])=[O:27])[CH3:22])=[O:20])[CH:16]([CH3:17])[CH3:18])=[O:13])[CH:9]([CH3:10])[CH3:11])=[O:77]. Reported procedure: This compound was prepared in analogy to the synthesis described in Intermediate 157 from N-(3-carboxypropyl)-N-methyl-L-valyl-N-[(3R,4S,5S)-3-methoxy-1-{(2S)-2-[(1R,2R)-1-methoxy-2-methyl-3-{[(2S)-1-(morpholin-4-yl)-1-oxo-3-phenylpropan-2-yl]amino}-3-oxopropyl]pyrrolidin-1-yl}-5-methyl-1-oxoheptan-4-yl]-N-methyl-L-valinamide and commercially available 6-(2,5-dioxo-2,5-dihydro-1H-pyrrol-1-yl)hexanehydrazide. The reactants are BrC1=NC=C(C=C1)F (2-bromo-5-fluoropyridine), O (water), O1CCCC1.C(CCC)[Li] (n-butyllithium tetrahydrofuran), C(=O)=O (dry-ice). Solvent: O1CCCC1 (tetrahydrofuran). Conditions: time 2 hour. Product: BrC=1C=C(C(=O)O)C(=CN1)F (2-Bromo-5-fluoroisonicotinic acid). Reaction SMILES: [Br:1][C:2]1[CH:7]=[CH:6][C:5]([F:8])=[CH:4][N:3]=1.O1CCCC1.C([Li])CCC.[C:19](=[O:21])=[O:20].O>O1CCCC1>[Br:1][C:2]1[CH:7]=[C:6]([C:5]([F:8])=[CH:4][N:3]=1)[C:19]([OH:21])=[O:20] |f:1.2|. Procedure: To a solution of 2-bromo-5-fluoropyridine (5.0 g) in tetrahydrofuran (100 mL) was 2.6 mol/L n-butyllithium tetrahydrofuran solution (12 mL) in a dropwise manner at −70° C., and this mixture was stirred at same temperature for 2 hours. To this reaction mixture was added excessive amounts of dry-ice at −70° C., and this mixture was stirred at room temperature for 12 hours. This mixture was poured into water, and this mixture was extracted with diethyl ether. To this obtained aqueous layer was adde... Reaction conditions: time 1 hour. The reactants are ClC1=C(C(=O)Cl)C=C(C=C1[N+](=O)[O-])[N+](=O)[O-] (2-chloro-3,5-dinitrobenzoyl chloride), [OH-].[NH4+] (ammonium hydroxide), material. Reaction SMILES: [Cl:1][C:2]1[C:10]([N+:11]([O-:13])=[O:12])=[CH:9][C:8]([N+:14]([O-:16])=[O:15])=[CH:7][C:3]=1[C:4](Cl)=[O:5].[OH-].[NH4+:18]>>[Cl:1][C:2]1[C:10]([N+:11]([O-:13])=[O:12])=[CH:9][C:8]([N+:14]([O-:16])=[O:15])=[CH:7][C:3]=1[C:4]([NH2:18])=[O:5] |f:1.2|. Yields the product ClC1=C(C(=O)N)C=C(C=C1[N+](=O)[O-])[N+](=O)[O-] (2-Chloro-3,5-dinitrobenzamide). Procedure details: A mixture of 37.0 gm. (0.14 mole) of 2-chloro-3,5-dinitrobenzoyl chloride and 100 ml. of concentrated ammonium hydroxide is placed in a mortar, ground for ten minutes and allowed to stand for one hour. The yellow precipitate is removed by filtration and washed with water. There is obtained 32.3 gm. (94%) of material melting at 181°-3°. Reactants: O=S(Cl)Cl, O=C(O)Cc1cccc2ccccc12. Yields the product [Cl-], O=C(O)Cc1cccc2ccccc12. As a reaction SMILES: [S:15]([Cl:16])([Cl:17])=[O:18].[c:1]1([CH2:11][C:12](=[O:13])[OH:14])[cH:2][cH:3][cH:4][c:5]2[cH:6][cH:7][cH:8][cH:9][c:10]12>>[Cl-:17].[c:1]1([CH2:11][C:12](=[O:13])[OH:14])[cH:2][cH:3][cH:4][c:5]2[cH:6][cH:7][cH:8][cH:9][c:10]12. Reactants: COC(=O)c1cc(C(C)=O)ccc1-c1ccc(OCc2ccccc2)cc1OC, CO, Cl, [Na+], [OH-], O. Product: COc1cc(OCc2ccccc2)ccc1-c1ccc(C(C)=O)cc1C(=O)O. Reaction SMILES: [CH3:1][O:2][C:3](=[O:4])[c:5]1[c:6](-[c:14]2[c:15]([O:28][CH3:29])[cH:16][c:17]([O:20][CH2:21][c:22]3[cH:23][cH:24][cH:25][cH:26][cH:27]3)[cH:18][cH:19]2)[cH:7][cH:8][c:9]([C:11]([CH3:12])=[O:13])[cH:10]1.[CH3:32][OH:33].[ClH:34].[Na+:31].[OH-:30].[OH2:35]>>[O:2]=[C:3]([OH:4])[c:5]1[c:6](-[c:14]2[c:15]([O:28][CH3:29])[cH:16][c:17]([O:20][CH2:21][c:22]3[cH:23][cH:24][cH:25][cH:26][cH:27]3)[cH:18][cH:19]2)[cH:7][cH:8][c:9]([C:11]([CH3:12])=[O:13])[cH:10]1. Reactants: C[P+](C)(C)CC#N, OCc1ccccc1, Cc1ccccc1, [Cl-], CC(C)N1CCN(C(=O)c2ccc3[nH]c(C(=O)N4CCS(=O)(=O)CC4)cc3c2)CC1. Yields the product CC(C)N1CCN(C(=O)c2ccc3c(c2)cc(C(=O)N2CCS(=O)(=O)CC2)n3Cc2ccccc2)CC1. Reaction SMILES: [C:2]([CH2:3][P+:4]([CH3:5])([CH3:6])[CH3:7])#[N:8].[CH2:9]([c:10]1[cH:11][cH:12][cH:13][cH:14][cH:15]1)[OH:16].[CH3:47][c:48]1[cH:49][cH:50][cH:51][cH:52][cH:53]1.[Cl-:1].[O:17]=[S:18]1(=[O:46])[CH2:19][CH2:20][N:21]([C:24](=[O:25])[c:26]2[nH:27][c:28]3[cH:29][cH:30][c:31]([C:35](=[O:36])[N:37]4[CH2:38][CH2:39][N:40]([CH:43]([CH3:44])[CH3:45])[CH2:41][CH2:42]4)[cH:32][c:33]3[cH:34]2)[CH2:22][CH2:23]1>>[CH2:9]([c:10]1[cH:11][cH:12][cH:13][cH:14][cH:15]1)[n:27]1[c:26]([C:24]([N:21]2[CH2:20][CH2:19][S:18](=[O:17])(=[O:46])[CH2:23][CH2:22]2)=[O:25])[cH:34][c:33]2[c:28]1[cH:29][cH:30][c:31]([C:35](=[O:36])[N:37]1[CH2:38][CH2:39][N:40]([CH:43]([CH3:44])[CH3:45])[CH2:41][CH2:42]1)[cH:32]2.